From a dataset of the Open Reaction Database (ORD), a public repository of structured organic reaction records. describe an organic reaction: reactants, conditions, products, and yield Starting materials: NC1=NC2=C(C=3C=C(C=NC13)CCC1=C(C=C(OCCCP(OCC)(OCC)=O)C=C1)C)C=CC(=C2)C (diethyl 3-(4-(2-(5-amino-8-methylbenzo[f][1,7]naphthyridin-2-yl)ethyl)-3-methylphenoxy)propylphosphonate), C(=O)(C(F)(F)F)O (TFA). Yields the product NC1=NC2=C(C=3C=C(C=NC13)CCC1=C(C=C(OCCCP(O)(O)=O)C=C1)C)C=CC(=C2)C (3-(4-(2-(5-amino-8-methylbenzo[f][1,7]naphthyridin-2-yl)ethyl)-3-methylphenoxy)propylphosphonic acid). As a reaction SMILES: [NH2:1][C:2]1[C:11]2[N:10]=[CH:9][C:8]([CH2:12][CH2:13][C:14]3[CH:31]=[CH:30][C:17]([O:18][CH2:19][CH2:20][CH2:21][P:22](=[O:29])([O:26]CC)[O:23]CC)=[CH:16][C:15]=3[CH3:32])=[CH:7][C:6]=2[C:5]2[CH:33]=[CH:34][C:35]([CH3:37])=[CH:36][C:4]=2[N:3]=1.C(O)(C(F)(F)F)=O>>[NH2:1][C:2]1[C:11]2[N:10]=[CH:9][C:8]([CH2:12][CH2:13][C:14]3[CH:31]=[CH:30][C:17]([O:18][CH2:19][CH2:20][CH2:21][P:22](=[O:23])([OH:26])[OH:29])=[CH:16][C:15]=3[CH3:32])=[CH:7][C:6]=2[C:5]2[CH:33]=[CH:34][C:35]([CH3:37])=[CH:36][C:4]=2[N:3]=1. Reported procedure: 3-(4-(2-(5-amino-8-methylbenzo[f][1,7]naphthyridin-2-yl)ethyl)-3-methylphenoxy)propylphosphonic acid (1) was prepared according to the procedure described in Example 1—Step 3, but using diethyl 3-(4-(2-(5-amino-8-methylbenzo[f][1,7]naphthyridin-2-yl)ethyl)-3-methylphenoxy)propylphosphonate from the previous step. TFA was added to the 1H NMR sample to solubilize the compound for analysis. The 1H NMR (Dimethylsulfoxide-d6) obtained for 3-(4-(2-(5-amino-8-methylbenzo[f][1,7]naphthyridin-2-yl)ethyl)... Yields the product O=C(O)C1=Cc2c(F)c(Cl)cc(Cl)c2OC1C(F)(F)F. The reactants are C1CCOC1, CO, CCOC(=O)C1=Cc2c(F)c(Cl)cc(Cl)c2OC1C(F)(F)F, Cl, O. RXN SMILES: [CH2:23]1[O:24][CH2:25][CH2:26][CH2:27]1.[CH3:28][OH:29].[Cl:1][c:2]1[c:3]([F:22])[c:4]2[c:9]([c:10]([Cl:12])[cH:11]1)[O:8][CH:7]([C:13]([F:14])([F:15])[F:16])[C:6]([C:17](=[O:18])[O:19][CH2:20][CH3:21])=[CH:5]2.[ClH:30].[OH2:31]>>[Cl:1][c:2]1[c:3]([F:22])[c:4]2[c:9]([c:10]([Cl:12])[cH:11]1)[O:8][CH:7]([C:13]([F:14])([F:15])[F:16])[C:6]([C:17](=[O:18])[OH:19])=[CH:5]2. Reported procedure: Prepared as in Example 2 from (S)-5-(piperidin-3-ylmethoxy)-1H-benzo[c][1,2,6]thiadiazin-4-amine-2,2-dioxide hydrochloride (Example 2a) and 2-(1H-imidazol-1-yl)isonicotinic acid (Example 52a) (42% yield). 1H NMR (400 MHz, DMSO-d6, 80° C.) δ1.42-1.60 (m, 2H), 1.71 (m, 1H), 1.93 (m, 1H), 2.22 (m, 1H), 3.11 (m, 1H), 3.34-3.75 (m, 1H), 3.92-4.42 (m, 2H), 6.63 (m, 1H), 6.74 (br s, 1H), 7.11 (s, 1H), 7.29 (m, 1H), 7.42 (m, 1H), 7.52-8.28 (br s, 2H), 7.76 (m, 1H), 7.93 (m, 1H), 8.52 (m, 2H), 10.71 (br ... Reaction SMILES: Cl.[NH2:2][C:3]1[C:4]2[C:14]([O:15][CH2:16][C@H:17]3[CH2:22][CH2:21][CH2:20][NH:19][CH2:18]3)=[CH:13][CH:12]=[CH:11][C:5]=2[NH:6][S:7](=[O:10])(=[O:9])[N:8]=1.[N:23]1([C:28]2[CH:29]=[C:30]([CH:34]=[CH:35][N:36]=2)[C:31](O)=[O:32])[CH:27]=[CH:26][N:25]=[CH:24]1>>[N:23]1([C:28]2[CH:29]=[C:30]([C:31]([N:19]3[CH2:20][CH2:21][CH2:22][C@H:17]([CH2:16][O:15][C:14]4[C:4]5[C:3]([NH2:2])=[N:8][S:7](=[O:9])(=[O:10])[NH:6][C:5]=5[CH:11]=[CH:12][CH:13]=4)[CH2:18]3)=[O:32])[CH:34]=[CH:35][N:36]=2)[CH:27]=[CH:26][N:25]=[CH:24]1 |f:0.1|. Product: N1(C=NC=C1)C1=NC=CC(=C1)C(=O)N1C[C@H](CCC1)COC1=CC=CC=2NS(N=C(C21)N)(=O)=O ((S)-(2-(1H-imidazol-1-yl)pyridin-4-yl)(3-(((4-amino-2,2-dioxido-1H-benzo[c][1,2,6]thiadiazin-5-yl)oxy)methyl)piperidin-1-yl)methanone). Starting materials: Cl.NC=1C2=C(NS(N1)(=O)=O)C=CC=C2OC[C@@H]2CNCCC2 ((S)-4-amino-5-(piperidin-3-ylmethoxy)-1H-benzo[c][1,2,6]thiadiazine 2,2-dioxide hydrochloride), N1(C=NC=C1)C=1C=C(C(=O)O)C=CN1 (2-(1H-imidazol-1-yl)isonicotinic acid). Starting materials: CC(=O)O, Cc1cc(Oc2c(Cl)cc(C(F)(F)F)cc2Cl)nn1C(=O)NC(C)C, O, O=S(=O)(Cl)Cl. Yields the product Cc1c(Cl)c(Oc2c(Cl)cc(C(F)(F)F)cc2Cl)nn1C(=O)NC(C)C. RXN SMILES: [CH3:32][C:33](=[O:34])[OH:35].[CH:6]([CH3:7])([CH3:8])[NH:9][C:10](=[O:11])[n:12]1[n:13][c:14]([O:18][c:19]2[c:20]([Cl:30])[cH:21][c:22]([C:26]([F:27])([F:28])[F:29])[cH:23][c:24]2[Cl:25])[cH:15][c:16]1[CH3:17].[OH2:31].[S:1]([Cl:2])(=[O:3])([Cl:4])=[O:5]>>[Cl:4][c:15]1[c:14]([O:18][c:19]2[c:20]([Cl:30])[cH:21][c:22]([C:26]([F:27])([F:28])[F:29])[cH:23][c:24]2[Cl:25])[n:13][n:12]([C:10]([NH:9][CH:6]([CH3:7])[CH3:8])=[O:11])[c:16]1[CH3:17].